Dataset: the Open Reaction Database (ORD), a public repository of structured organic reaction records. Task: describe an organic reaction: reactants, conditions, products, and yield Starting materials: COC(=O)C=Cc1ccc(CO)cc1C, [H][H], C1CCOC1. Yields the product COC(=O)CCc1ccc(CO)cc1C. As a reaction SMILES: [CH3:1][O:2][C:3]([CH:4]=[CH:5][c:6]1[c:7]([CH3:14])[cH:8][c:9]([CH2:12][OH:13])[cH:10][cH:11]1)=[O:15].[H:16][H:17].[O:18]1[CH2:19][CH2:20][CH2:21][CH2:22]1>>[CH3:1][O:2][C:3]([CH2:4][CH2:5][c:6]1[c:7]([CH3:14])[cH:8][c:9]([CH2:12][OH:13])[cH:10][cH:11]1)=[O:15]. Starting materials: CC(C)([O-])C.[Na+] (sodium tert-butoxide), C1(=CC=CC=C1)C(OC1CCN(CC1)CCCO)C1=CC=CC=C1 (4-(diphenylmethoxy)-1-piperidinepropanol), ClC=1C=CC=2N(N1)C(=NN2)C(C#N)(C)C (2-[6-chloro[1,2,4]triazolo[4,3-b]pyridazin-3-yl)-2-methylpropionitrile). Run in O1CCCC1 (tetrahydrofuran). Conditions: temperature 60 celsius, time 40 minute. Product: Cl.C1(=CC=CC=C1)C(OC1CCN(CC1)CCCOC=1C=CC=2N(N1)C(=NN2)C(C#N)(C)C)C2=CC=CC=C2 (2-[6-[3-[4-(Diphenylmethoxy)piperidino]propoxy][1,2,4]triazolo[4,3-b]pyridazin-3-yl]-2-methylpropionitrile Hydrochloride). Isolated yield 47.1%. Reaction SMILES: [C:1]1([CH:7]([C:19]2[CH:24]=[CH:23][CH:22]=[CH:21][CH:20]=2)[O:8][CH:9]2[CH2:14][CH2:13][N:12]([CH2:15][CH2:16][CH2:17][OH:18])[CH2:11][CH2:10]2)[CH:6]=[CH:5][CH:4]=[CH:3][CH:2]=1.CC(C)([O-])C.[Na+].[Cl:31][C:32]1[CH:33]=[CH:34][C:35]2[N:36]([C:38]([C:41]([CH3:45])([CH3:44])[C:42]#[N:43])=[N:39][N:40]=2)[N:37]=1>O1CCCC1>[ClH:31].[C:19]1([CH:7]([C:1]2[CH:2]=[CH:3][CH:4]=[CH:5][CH:6]=2)[O:8][CH:9]2[CH2:14][CH2:13][N:12]([CH2:15][CH2:16][CH2:17][O:18][C:32]3[CH:33]=[CH:34][C:35]4[N:36]([C:38]([C:41]([CH3:45])([CH3:44])[C:42]#[N:43])=[N:39][N:40]=4)[N:37]=3)[CH2:11][CH2:10]2)[CH:24]=[CH:23][CH:22]=[CH:21][CH:20]=1 |f:1.2,5.6|. Procedure details: 6.55 g of 4-(diphenylmethoxy)-1-piperidinepropanol was dissolved in 100 ml of tetrahydrofuran; 2.12 g of sodium tert-butoxide was added, followed by stirring at an external temperature of 60° C. for 40 minutes. After cooling, 4.86 g of 2-[6-chloro[1,2,4]triazolo[4,3-b]pyridazin-3-yl)-2-methylpropionitrile was added, followed by refluxing under heating for 5 hours. After cooling, saline was added; the reaction mixture was extracted with ethyl acetate, washed with saturated saline, and dried over ... Starting materials: ClC=1C=C(C=CC1F)C(C)=O (1-(3-chloro-4-fluorophenyl)ethanone), ice water, CS(=O)C (DMSO), [H-].[Na+] (NaH), [I-].C[S+](C)C (Trimethylsulfonium iodide). Run in C1CCOC1 (THF), C1CCOC1 (THF). Run at temperature 65 celsius, time 10 minute. Yields the product ClC=1C=C(C=CC1F)C1(OC1)C (2-(3-chloro-4-fluorophenyl)-2-methyloxirane). RXN SMILES: CS(C)=O.[H-].[Na+].[I-].[CH3:8][S+](C)C.[Cl:12][C:13]1[CH:14]=[C:15]([C:20](=[O:22])[CH3:21])[CH:16]=[CH:17][C:18]=1[F:19]>C1COCC1>[Cl:12][C:13]1[CH:14]=[C:15]([C:20]2([CH3:8])[CH2:21][O:22]2)[CH:16]=[CH:17][C:18]=1[F:19] |f:1.2,3.4|. Procedure details: The title compound was prepared by following general procedure 3. DMSO was added to NaH (1 equiv.) and heated to 65° C. for 1 h. THF was added at the same temperature and heated for another 10 min. After 10 min., the reaction mixture was cooled to 0° C. Trimethylsulfonium iodide (1 equiv.) was added and stirred for 10 min. after which the solution of 1-(3-chloro-4-fluorophenyl)ethanone (1 equiv.) in THF was added dropwise. After complete addition, the reaction mixture was stirred at RT for 2 h. ... Starting materials: ClC1=CC=CC2=C1C(N1[C@H](C=3N2C=NC3C(N)=NO)CC1)=O ((S)-8-chloro-9-oxo-12,12a-dihydro-9H, 11H-azeto[2,1-c]imidazo[1,5-a][1,4]-benzodiazepine-1-carboxamidoxime), ClCC(=O)OC(CCl)=O (chloroacetic anhydride). Solvent: CN(C=O)C (N,N-dimethylformamide). The product is ClC1=CC=CC2=C1C(N1[C@H](C=3N2C=NC3C3=NOC(=N3)CCl)CC1)=O ((S)-8-chloro-1-(5-chloromethyl-1,2,4-oxadiazol-3-yl)-12,12a-dihydro-9H,11H-azeto[2,1-c]-imidazo[1,5-a][1,4]benzodiazepin-9-one). Isolated yield 74.2%. Reaction SMILES: [Cl:1][C:2]1[C:7]2[C:8](=[O:22])[N:9]3[CH2:21][CH2:20][C@H:10]3[C:11]3[N:12]([CH:13]=[N:14][C:15]=3[C:16](=[N:18][OH:19])[NH2:17])[C:6]=2[CH:5]=[CH:4][CH:3]=1.[Cl:23][CH2:24][C:25](OC(=O)CCl)=O>CN(C)C=O>[Cl:1][C:2]1[C:7]2[C:8](=[O:22])[N:9]3[CH2:21][CH2:20][C@H:10]3[C:11]3[N:12]([CH:13]=[N:14][C:15]=3[C:16]3[N:17]=[C:25]([CH2:24][Cl:23])[O:19][N:18]=3)[C:6]=2[CH:5]=[CH:4][CH:3]=1. Reported procedure: 31.7 g (100 mmol) of (S)-8-chloro-9-oxo-12,12a-dihydro-9H, 11H-azeto[2,1-c]imidazo[1,5-a][1,4]-benzodiazepine-1-carboxamidoxime were suspended in 200 ml of N,N-dimethylformamide and treated with 18.8 g (110 mmol) of chloroacetic anhydride. The reaction mixture was heated to 105° for 2 hours and evaporated. By chromatography of the residue on silica gel while eluting with chloroform/methanol 9/1 there were obtained 27.9 g (74%) of (S)-8-chloro-1-(5-chloromethyl-1,2,4-oxadiazol-3-yl)-12,12a-dihydr... Starting materials: C(C)(=O)OCC (ethyl acetate), Cl (hydrochloric acid), di(trifluoroacetic acid), N[C@H]1[C@@H]2N(C(=C(CS2)C[N+]=2N(C(=CC2)NC=O)CCOC=O)C(=O)[O-])C1=O (7β-amino-3-[3-formamido-2-(2-formyloxyethyl)-1-pyrazolio]methyl-3-cephem-4-carboxylate). Run in CO (methanol). Reaction conditions: time 3 hour. Product: Cl.Cl.Cl.N[C@H]1[C@@H]2N(C(=C(CS2)C[N+]=2N(C(=CC2)N)CCO)C(=O)[O-])C1=O (7β-amino-3-[3-amino-2-(2-hydroxyethyl)-1-pyrazolio]methyl-3-cephem-4-carboxylate trihydrochloride). RXN SMILES: [ClH:1].[NH2:2][C@@H:3]1[C:27](=[O:28])[N:5]2[C:6]([C:24]([O-:26])=[O:25])=[C:7]([CH2:10][N+:11]3[N:12]([CH2:19][CH2:20][O:21]C=O)[C:13]([NH:16]C=O)=[CH:14][CH:15]=3)[CH2:8][S:9][C@H:4]12.C(OCC)(=O)C>CO>[ClH:1].[ClH:1].[ClH:1].[NH2:2][C@@H:3]1[C:27](=[O:28])[N:5]2[C:6]([C:24]([O-:26])=[O:25])=[C:7]([CH2:10][N+:11]3[N:12]([CH2:19][CH2:20][OH:21])[C:13]([NH2:16])=[CH:14][CH:15]=3)[CH2:8][S:9][C@H:4]12 |f:4.5.6.7|. Procedure details: Concentrated hydrochloric acid (5.67 ml) was added to a mixture of di(trifluoroacetic acid) salt of 7β-amino-3-[3-formamido-2-(2-formyloxyethyl)-1-pyrazolio]methyl-3-cephem-4-carboxylate (10 g) in methanol (50 ml ) at ambient temperature. After being stirred at the same temperature for 3 hours, the mixture was added dropwise to ethyl acetate (500 ml). The resultant precipitate was collected by filtration to give 7β-amino-3-[3-amino-2-(2-hydroxyethyl)-1-pyrazolio]methyl-3-cephem-4-carboxylate tri...